Dataset: the Open Reaction Database (ORD), a public repository of structured organic reaction records. Task: describe an organic reaction: reactants, conditions, products, and yield Starting materials: C(C)(=O)OCC(COC(C)=O)NC(=O)C1=C(C(=C(C(=C1I)NC([C@H](C)OC(C)=O)=O)I)C(=O)NC(COC(C)=O)COC(C)=O)I ((S)-N,N′-Bis[2-acetyloxy-1-[(acetyloxy)methyl]ethyl]-5-[(2-acetyloxy-1-oxopropyl)amino]-2,4,6-triiodo-1,3-benzenedicarboxamide), O (water), [OH-].[Na+] (NaOH). Run in CO (methanol). Reaction conditions: temperature 50 celsius, time 4 hour. Product: OCC(CO)NC(=O)C1=C(C(=C(C(=C1I)NC([C@H](C)O)=O)I)C(=O)NC(CO)CO)I ((S)-N,N′-bis[2-hydroxy-1-(hydroxymethyl)ethyl]-5-[(2-hydroxy-1-oxopropyl)amino]-2,4,6-triiodo-1,3-benzenedicarboxamide). RXN SMILES: C([O:4][CH2:5][CH:6]([NH:12][C:13]([C:15]1[C:20]([I:21])=[C:19]([NH:22][C:23](=[O:30])[C@@H:24]([O:26]C(=O)C)[CH3:25])[C:18]([I:31])=[C:17]([C:32]([NH:34][CH:35]([CH2:41][O:42]C(=O)C)[CH2:36][O:37]C(=O)C)=[O:33])[C:16]=1[I:46])=[O:14])[CH2:7][O:8]C(=O)C)(=O)C.O.[OH-].[Na+]>CO>[OH:42][CH2:41][CH:35]([NH:34][C:32]([C:17]1[C:18]([I:31])=[C:19]([NH:22][C:23](=[O:30])[C@@H:24]([OH:26])[CH3:25])[C:20]([I:21])=[C:15]([C:13]([NH:12][CH:6]([CH2:7][OH:8])[CH2:5][OH:4])=[O:14])[C:16]=1[I:46])=[O:33])[CH2:36][OH:37] |f:2.3|. Procedure details: (S)-N,N′-Bis[2-acetyloxy-1-[(acetyloxy)methyl]ethyl]-5-[(2-acetyloxy-1-oxopropyl)amino]-2,4,6-triiodo-1,3-benzenedicarboxamide (4.9 g, 5 mmol) prepared in Example 4 is admixed with deionized water (30 mL) and methanol (30 mL). The suspension is warmed to 50° C., then 2 M NaOH (12.8 mL) is dripped therein over a period of 4 hours, keeping the pH of the mixture in the range of from 0 to 11. The solution is purified on ion exchange resins columns and the neutral eluate thus obtained is concentrated... Reactants: O=C1NCc2ccc3c(c21)C=CCO3, CN1CCCC1, I, O=N[O-], [Na+], O. Product: O=C1NCc2ccc3c(c21)C=C([N+](=O)[O-])CO3. Reaction SMILES: [C:1]1(=[O:14])[NH:2][CH2:3][c:4]2[cH:5][cH:6][c:7]3[c:8]([c:9]21)[CH:10]=[CH:11][CH2:12][O:13]3.[CH3:20][N:21]1[CH2:22][CH2:23][CH2:24][CH2:25]1.[I:19].[N:15](=[O:16])[O-:17].[Na+:18].[OH2:26]>>[C:1]1(=[O:14])[NH:2][CH2:3][c:4]2[cH:5][cH:6][c:7]3[c:8]([c:9]21)[CH:10]=[C:11]([N+:15](=[O:16])[O-:17])[CH2:12][O:13]3. The reactants are BrC=1C=NC(=NC1)NC1=CC(=CC=C1)F ((5-bromopyrimidin-2-yl)-(3-fluorophenyl)-amine), COC(CC1CCC(CC1)C1=CC=C(C=C1)B1OC(C(O1)(C)C)(C)C)=O ({4-[4-(4,4,5,5-tetramethyl-[1,3,2]dioxaborolan-2-yl)-phenyl]-cyclohexyl}-acetic acid methyl ester), PdCl2dppf, C([O-])([O-])=O.[Na+].[Na+] (sodium carbonate). Solvent: COCCOC (DME). Reaction conditions: temperature 125 celsius. Product: COC(CC1CCC(CC1)C1=CC=C(C=C1)C=1C=NC(=NC1)NC1=CC(=CC=C1)F)=O ((4-{4-[2-(3-Fluorophenylamino)-pyrimidin-5-yl]-phenyl}-cyclohexyl)-acetic acid methyl ester). RXN SMILES: Br[C:2]1[CH:3]=[N:4][C:5]([NH:8][C:9]2[CH:14]=[CH:13][CH:12]=[C:11]([F:15])[CH:10]=2)=[N:6][CH:7]=1.[CH3:16][O:17][C:18](=[O:41])[CH2:19][CH:20]1[CH2:25][CH2:24][CH:23]([C:26]2[CH:31]=[CH:30][C:29](B3OC(C)(C)C(C)(C)O3)=[CH:28][CH:27]=2)[CH2:22][CH2:21]1.C(=O)([O-])[O-].[Na+].[Na+]>COCCOC>[CH3:16][O:17][C:18](=[O:41])[CH2:19][CH:20]1[CH2:21][CH2:22][CH:23]([C:26]2[CH:27]=[CH:28][C:29]([C:2]3[CH:3]=[N:4][C:5]([NH:8][C:9]4[CH:14]=[CH:13][CH:12]=[C:11]([F:15])[CH:10]=4)=[N:6][CH:7]=3)=[CH:30][CH:31]=2)[CH2:24][CH2:25]1 |f:2.3.4|. Reported procedure: The mixture of (5-bromopyrimidin-2-yl)-(3-fluorophenyl)-amine (75 mg, 0.28 mmol), {4-[4-(4,4,5,5-tetramethyl-[1,3,2]dioxaborolan-2-yl)-phenyl]-cyclohexyl}-acetic acid methyl ester (Patent WO2004 047755) (100 mg, 0.28 mmol), PdCl2dppf (12 mg, 0.014 mmol), sodium carbonate (2M solution, 0.35 mL) and DME (2 mL) is heated in a microwave at 125° C. for 15 Min. The reaction mixture is extracted with EtOAc, washed with NH4Cl solution. The organic phase is dried with MgSO4, filtered and it is used direc... The reactants are CSC1=[N+]2Cc3ccccc3CC2CS1, [I-], COCc1cc2c(N)cccc2cn1, c1ccncc1. The product is COCc1cc2c(N=C3SCC4Cc5ccccc5CN34)cccc2cn1. RXN SMILES: [CH3:2][S:3][C:4]1=[N+:8]2[CH:7]([CH2:6][S:5]1)[CH2:16][c:15]1[c:10]([cH:11][cH:12][cH:13][cH:14]1)[CH2:9]2.[I-:1].[NH2:17][c:18]1[c:19]2[cH:20][c:21]([CH2:28][O:29][CH3:30])[n:22][cH:23][c:24]2[cH:25][cH:26][cH:27]1.[cH:31]1[cH:32][cH:33][n:34][cH:35][cH:36]1>>[C:4]1(=[N:17][c:18]2[c:19]3[cH:20][c:21]([CH2:28][O:29][CH3:30])[n:22][cH:23][c:24]3[cH:25][cH:26][cH:27]2)[S:5][CH2:6][CH:7]2[N:8]1[CH2:9][c:10]1[cH:11][cH:12][cH:13][cH:14][c:15]1[CH2:16]2.